Dataset: the Open Reaction Database (ORD), a public repository of structured organic reaction records. Task: describe an organic reaction: reactants, conditions, products, and yield Reactants: NCCCNCCNCCCN (1,10-diamino-4,7-diazadecane), C(=O)C=O (glyoxal), O (water). Solvent: C1(=CC=CC=C1)C (toluene). Yields the product C1CCN[C@@H]2[C@H]3NCCCN3CCN12 (trans-dodecahydro-4,5,8a,10a-tetraaza-phenanthrene). As a reaction SMILES: [NH2:1][CH2:2][CH2:3][CH2:4][NH:5][CH2:6][CH2:7][NH:8][CH2:9][CH2:10][CH2:11][NH2:12].[CH:13]([CH:15]=O)=O.O>C1(C)C=CC=CC=1>[CH2:11]1[N:12]2[C@@H:7]([C@@H:6]3[N:1]([CH2:13][CH2:15]2)[CH2:2][CH2:3][CH2:4][NH:5]3)[NH:8][CH2:9][CH2:10]1. Procedure details: A solution of 87.2 g of 1,10-diamino-4,7-diazadecane in 500 ml of toluene was admixed with 72.3 g of a 40% aqueous glyoxal solution, and the mixture was refluxed, with a water separator fitted, for 3 hours. When the solution was cooled, a solid precipitated out which was filtered off with suction, washed three times with 50 ml of toluene each time and dried under reduced pressure. This gave 34.9 g of pale yellow needles. Reactants: TEA, NC1=CC(=C(C(=O)OC(C)(C)C)C=C1)OC (tert-Butyl 4-amino-2-methoxybenzoate), C(C1=CC=CC=C1)OC1=C(C=C(C(=O)O)C=C1OC1CCCCC1)Cl (4-(Benzyloxy)-3-chloro-5-(cyclohexyloxy)benzoic acid), C(C(=O)Cl)(=O)Cl (oxalyl chloride), CN(C)C=O (DMF). Run in C(Cl)Cl (DCM). Conditions: time 1 hour. Product: ClC=1C=C(C(=O)NC2=CC(=C(C(=O)OC(C)(C)C)C=C2)OC)C=C(C1OCC)Cl (tert-Butyl 4-(3,5-dichloro-4-ethoxybenzamido)-2-methoxybenzoate). Yield: 41.9%. As a reaction SMILES: [CH2:1]([O:8][C:9]1[C:17](OC2CCCCC2)=[CH:16][C:12]([C:13]([OH:15])=O)=[CH:11][C:10]=1[Cl:25])[C:2]1C=CC=CC=1.C(Cl)(=O)C([Cl:29])=O.CN(C=O)C.[NH2:37][C:38]1[CH:50]=[CH:49][C:41]([C:42]([O:44][C:45]([CH3:48])([CH3:47])[CH3:46])=[O:43])=[C:40]([O:51][CH3:52])[CH:39]=1>C(Cl)Cl>[Cl:29][C:17]1[CH:16]=[C:12]([CH:11]=[C:10]([Cl:25])[C:9]=1[O:8][CH2:1][CH3:2])[C:13]([NH:37][C:38]1[CH:50]=[CH:49][C:41]([C:42]([O:44][C:45]([CH3:47])([CH3:48])[CH3:46])=[O:43])=[C:40]([O:51][CH3:52])[CH:39]=1)=[O:15]. Procedure details: 3,5-Dichloro-4-ethoxybenzoic acid (4) (75 mg, 0.32 mmol) in DCM (5 mL) was treated with oxalyl chloride (56 μL, 0.64 mmol) dropwise, followed by a drop of DMF. The reaction mixture was stirred at RT for 1 h, and then the solvent was removed in vacuo. The residue was dissolved in DCM (5 mL) and TEA (133 μL, 957 μmol) was added. The mixture was added to tert-butyl 4-amino-2-methoxybenzoate (3) (71 mg, 0.32 mmol) and stirred at RT for 16 h. The mixture was sequentially washed with sat. aq. NaHCO3 (... Reactants: IC1=C(C(=O)O)C=CC=C1 (Ortho-iodobenzoic acid), S(=O)(Cl)Cl (thionyl chloride). Yields the product IC1=C(C(=O)Cl)C=CC=C1 (ortho-iodobenzoic acid chloride). Reaction SMILES: [I:1][C:2]1[CH:10]=[CH:9][CH:8]=[CH:7][C:3]=1[C:4](O)=[O:5].S(Cl)([Cl:13])=O>>[I:1][C:2]1[CH:10]=[CH:9][CH:8]=[CH:7][C:3]=1[C:4]([Cl:13])=[O:5]. Procedure details: Ortho-iodobenzoic acid was reacted with excess thionyl chloride for 3 hours at reflux, and thionyl chloride was distilled off under reduced pressure to obtain ortho-iodobenzoic acid chloride. This was reacted with allyl alcohol in a dichloromethane solvent in the presence of a triethyl amine catalyst to obtain allyl ortho-iodobenzoate. The yield after purification by distillation or like process was repeated was 73%. Starting materials: CC1(CN=C2N(C3=CC=C(C=C3[N+](=C2C2=CC=CC=C2)[O-])C(F)(F)F)C1)C (2,3-Dihydro-2,2-dimethyl-5-phenyl-8-trifluoromethyl-1H-pyrimido[1,2-a]quinoxaline 6-oxide), Cl (hydrogen chloride). RXN SMILES: [CH3:1][C:2]1([CH3:27])[CH2:26][N:6]2[C:7]3[C:12]([N+:13]([O-:21])=[C:14]([C:15]4[CH:20]=[CH:19][CH:18]=[CH:17][CH:16]=4)[C:5]2=[N:4][CH2:3]1)=[CH:11][C:10]([C:22]([F:25])([F:24])[F:23])=[CH:9][CH:8]=3.[ClH:28]>C(O)C>[ClH:28].[CH3:1][C:2]1([CH3:27])[CH2:26][N:6]2[C:7]3[C:12]([N+:13]([O-:21])=[C:14]([C:15]4[CH:20]=[CH:19][CH:18]=[CH:17][CH:16]=4)[C:5]2=[N:4][CH2:3]1)=[CH:11][C:10]([C:22]([F:24])([F:25])[F:23])=[CH:9][CH:8]=3 |f:3.4|. Procedure details: 2,3-Dihydro-2,2-dimethyl-5-phenyl-8-trifluoromethyl-1H-pyrimido[1,2-a]quinoxaline 6-oxide (70 g) was suspended in ethanol (500 ml) and cooled in an ice-bath. Gaseous hydrogen chloride was passed through the suspension until all solid had dissolved. The solvent was then removed in vacuo and the resulting solid recrystallized from hot ethyl acetate to yield 57.87 g of 2,3-dihydro-2,2-dimethyl-5-phenyl-8-trifluoromethyl-1H-pyrimido[ 1,2-a]quinoxaline 6-oxide hydrochloride as a bright yellow crystal... The solvent is C(C)O (ethanol). The product is Cl.CC1(CN=C2N(C3=CC=C(C=C3[N+](=C2C2=CC=CC=C2)[O-])C(F)(F)F)C1)C (2,3-dihydro-2,2-dimethyl-5-phenyl-8-trifluoromethyl-1H-pyrimido[ 1,2-a]quinoxaline 6-oxide hydrochloride). Starting materials: C1(=CC=C(C=C1)S(=O)(=O)Cl)C (p-toluenesulfonyl chloride), N1=CC=CC=C1 (pyridine), C(CCCC#C)O (hex-5-yn-1-ol). Run in O (water). Conditions: time 2 hour. Yields the product S(=O)(=O)(C1=CC=C(C)C=C1)OCCCCC#C (hex-5-yn-1-ol tosylate). RXN SMILES: [C:1]1([CH3:11])[CH:6]=[CH:5][C:4]([S:7](Cl)(=[O:9])=[O:8])=[CH:3][CH:2]=1.N1C=CC=CC=1.[CH2:18]([OH:24])[CH2:19][CH2:20][CH2:21][C:22]#[CH:23]>O>[S:7]([O:24][CH2:18][CH2:19][CH2:20][CH2:21][C:22]#[CH:23])([C:4]1[CH:5]=[CH:6][C:1]([CH3:11])=[CH:2][CH:3]=1)(=[O:9])=[O:8]. Procedure details: In this preparation 1.0 mole of p-toluenesulfonyl chloride is dissolved in 700 ml. of pyridine at 0° C, under nitrogen, and then 0.5 mole of hex-5-yn-1-ol is added dropwise. The mixture is stirred for 2 hours and then 10 ml. of water is added slowly, keeping the temperature below 10° C. The pyridine is then removed by evaporation under vacuum and the residue poured into 1 liter of ethyl acetate, then washed twice with excess 2N aqueous hydrochloric acid, and then with water. The organic layer is... The reactants are Cc1ccc2c(Cl)ccnc2n1, Nc1ccc(Oc2cccnc2)nc1. Yields the product Cl, Cc1ccc2c(Nc3ccc(Oc4cccnc4)nc3)ccnc2n1. RXN SMILES: [Cl:1][c:2]1[c:3]2[cH:4][cH:5][c:6]([CH3:12])[n:7][c:8]2[n:9][cH:10][cH:11]1.[NH2:13][c:14]1[cH:15][cH:16][c:17]([O:20][c:21]2[cH:22][n:23][cH:24][cH:25][cH:26]2)[n:18][cH:19]1>>[ClH:1].[c:2]1([NH:13][c:14]2[cH:15][cH:16][c:17]([O:20][c:21]3[cH:22][n:23][cH:24][cH:25][cH:26]3)[n:18][cH:19]2)[c:3]2[cH:4][cH:5][c:6]([CH3:12])[n:7][c:8]2[n:9][cH:10][cH:11]1. Reactants: Cl(=O)[O-].[Na+] (sodium chlorite), C(C1=CC=CC=C1)O[C@@H]1[C@@](O[C@@]([C@@H]([C@H]1OCC1=CC=CC=C1)OCC1=CC=CC=C1)(OC)C1=CC(=C(C=C1)Cl)CC1=CC=C(C=C1)OCC)(C=O)CO ((2R,3S,4S,5R,6S)-3,4,5-tribenzyloxy-6-[4-chloro-3-[(4-ethoxyphenyl)methyl]phenyl]-2-(hydroxymethyl)-6-methoxy-tetrahydropyran-2-carbaldehyde), P(=O)([O-])(O)O.[K+] (monopotassium phosphate), CC(C)=CC (2-methylbut-2-ene). Run in O (water), C(C)(C)(C)O (tert-butanol). Run at temperature 35 celsius, time 24 hour. Product: C(C1=CC=CC=C1)O[C@@H]1[C@@](O[C@@]([C@@H]([C@H]1OCC1=CC=CC=C1)OCC1=CC=CC=C1)(OC)C1=CC(=C(C=C1)Cl)CC1=CC=C(C=C1)OCC)(C(=O)O)CO ((2R,3S,4S,5R,6S)-3,4,5-tribenzyloxy-6-[4-chloro-3-[(4-ethoxyphenyl)methyl]phenyl]-2-(hydroxymethyl)-6-methoxy-tetrahydropyran-2-carboxylic acid). Isolated yield 100.0%. Reaction SMILES: [CH2:1]([O:8][C@H:9]1[C@H:14]([O:15][CH2:16][C:17]2[CH:22]=[CH:21][CH:20]=[CH:19][CH:18]=2)[C@@H:13]([O:23][CH2:24][C:25]2[CH:30]=[CH:29][CH:28]=[CH:27][CH:26]=2)[C@@:12]([C:33]2[CH:38]=[CH:37][C:36]([Cl:39])=[C:35]([CH2:40][C:41]3[CH:46]=[CH:45][C:44]([O:47][CH2:48][CH3:49])=[CH:43][CH:42]=3)[CH:34]=2)([O:31][CH3:32])[O:11][C@@:10]1([CH2:52][OH:53])[CH:50]=[O:51])[C:2]1[CH:7]=[CH:6][CH:5]=[CH:4][CH:3]=1.P(O)(O)([O-])=[O:55].[K+].CC(=CC)C.Cl([O-])=O.[Na+]>C(O)(C)(C)C.O>[CH2:1]([O:8][C@H:9]1[C@H:14]([O:15][CH2:16][C:17]2[CH:18]=[CH:19][CH:20]=[CH:21][CH:22]=2)[C@@H:13]([O:23][CH2:24][C:25]2[CH:30]=[CH:29][CH:28]=[CH:27][CH:26]=2)[C@@:12]([C:33]2[CH:38]=[CH:37][C:36]([Cl:39])=[C:35]([CH2:40][C:41]3[CH:42]=[CH:43][C:44]([O:47][CH2:48][CH3:49])=[CH:45][CH:46]=3)[CH:34]=2)([O:31][CH3:32])[O:11][C@@:10]1([CH2:52][OH:53])[C:50]([OH:55])=[O:51])[C:2]1[CH:7]=[CH:6][CH:5]=[CH:4][CH:3]=1 |f:1.2,4.5|. Procedure: To a solution of (2R,3S,4S,5R,6S)-3,4,5-tribenzyloxy-6-[4-chloro-3-[(4-ethoxyphenyl)methyl]phenyl]-2-(hydroxymethyl)-6-methoxy-tetrahydropyran-2-carbaldehyde 8a (1.40 g, 1.98 mmol, obtained from the synthetic method described in step 1 of example 8) in tert-butanol (10 mL) were added monopotassium phosphate (2.43 g, 17.82 mmol) and 2-methylbut-2-ene (68.88 mg, 97.02 mmol) at room temperature in turn, and then sodium chlorite (1.26 g, 13.90 mmol) and water (5 mL) were added. The mixture was stirr... Reactants: C(C)(C)(C)OC(=O)N[C@@H](C(=O)O)C1=CC=C(C=C1)OCCOC1OCCCC1 ((R)-tert-butoxycarbonylamino-{4-[2-(tetrahydro-pyran-2-yloxy)-ethoxy]-phenyl}-acetic acid), C(C)(C)(C)OC(=O)N[C@@H](C(=O)O)C1=CC=C(C=C1)OCCOC1OCCCC1 ((R)-tert-butoxycarbonylamino-{4-[2-(tetrahydro-pyran-2-yloxy)-ethoxy]-phenyl}-acetic acid), BrCCOC (1-bromo-2-methoxyethane). The product is C(C)(C)(C)OC(=O)N[C@@H](C(=O)O)C1=CC=C(C=C1)OCCOC ((R)-tert-Butoxycarbonylamino-[4-(2-methoxy-ethoxy)-phenyl]-acetic acid). Reaction SMILES: [C:1]([O:5][C:6]([NH:8][C@H:9]([C:13]1[CH:18]=[CH:17][C:16]([O:19][CH2:20][CH2:21][O:22][CH:23]2CCCCO2)=[CH:15][CH:14]=1)[C:10]([OH:12])=[O:11])=[O:7])([CH3:4])([CH3:3])[CH3:2].BrCCOC>>[C:1]([O:5][C:6]([NH:8][C@H:9]([C:13]1[CH:14]=[CH:15][C:16]([O:19][CH2:20][CH2:21][O:22][CH3:23])=[CH:17][CH:18]=1)[C:10]([OH:12])=[O:11])=[O:7])([CH3:4])([CH3:3])[CH3:2]. Procedure: Prepared by the same method as described in example 48 except that (i) 2,6-difluoro-4-iodoaniline was used in place of 2-fluoro-4-iodoaniline, and (ii) (R)-tert-butoxycarbonylamino-[4-(2-methoxy-ethoxy)-phenyl]-acetic acid was used in place of (R)-tert-butoxycarbonylamino-{4-[2-(tetrahydro-pyran-2-yloxy)-ethoxy]-phenyl}-acetic acid. (R)-tert-Butoxycarbonylamino-[4-(2-methoxy-ethoxy)-phenyl]-acetic acid was prepared as described in example 48 except that 1-bromo-2-methoxyethane was used in place ...